This data is from the Open Reaction Database (ORD), a public repository of structured organic reaction records. The task is: describe an organic reaction: reactants, conditions, products, and yield Starting materials: CN1CCC(CC1)(C1=CC=CC=C1)OC1=CC=C(C=C1)[N+](=O)[O-] (1-methyl-4-(4-nitrophenoxy)-4-phenylpiperidine), C(C)OC(=O)N1CCC(CC1)(C1=CC=CC=C1)OC1=CC=C(C=C1)[N+](=O)[O-] (1-ethoxycarbonyl-4-(4-nitrophenoxy)-4-phenylpiperidine). Yields the product [N+](=O)([O-])C1=CC=C(OC2(CCNCC2)C2=CC=CC=C2)C=C1 (4-(4-Nitrophenoxy)-4-phenylpiperidine). Reaction SMILES: C[N:2]1[CH2:7][CH2:6][C:5]([O:14][C:15]2[CH:20]=[CH:19][C:18]([N+:21]([O-:23])=[O:22])=[CH:17][CH:16]=2)([C:8]2[CH:13]=[CH:12][CH:11]=[CH:10][CH:9]=2)[CH2:4][CH2:3]1.C(OC(N1CCC(OC2C=CC([N+]([O-])=O)=CC=2)(C2C=CC=CC=2)CC1)=O)C>>[N+:21]([C:18]1[CH:17]=[CH:16][C:15]([O:14][C:5]2([C:8]3[CH:13]=[CH:12][CH:11]=[CH:10][CH:9]=3)[CH2:4][CH2:3][NH:2][CH2:7][CH2:6]2)=[CH:20][CH:19]=1)([O-:23])=[O:22]. Procedure: (oil), from 1-methyl-4-(4-nitrophenoxy)-4-phenylpiperidine, intermediate 1-ethoxycarbonyl-4-(4-nitrophenoxy)-4-phenylpiperidine of m.p. 137° to 138° C. The reactants are ketone, C1(=CC=CC=C1)OC (anisole), C1(=CC=C(C=C1)C(=O)Cl)C (p-toluoyl chloride), C(C#C)O (propargyl alcohol), C1=C(C=CC2=CC=CC=C12)O (2-naphthol). The product is CC1=CC=C(C(=O)C2=CC=C(C=C2)OC)C=C1 (4-methyl-4'methoxybenzophenone), light yellow crystals. RXN SMILES: [C:1]1([O:7][CH3:8])[CH:6]=[CH:5][CH:4]=[CH:3][CH:2]=1.[C:9]1([CH3:18])[CH:14]=[CH:13][C:12]([C:15](Cl)=[O:16])=[CH:11][CH:10]=1.C(O)C#C.C1C2C(=CC=CC=2)C=CC=1O>>[CH3:18][C:9]1[CH:14]=[CH:13][C:12]([C:15]([C:4]2[CH:5]=[CH:6][C:1]([O:7][CH3:8])=[CH:2][CH:3]=2)=[O:16])=[CH:11][CH:10]=1. Reported procedure: 4-methyl-4'methoxybenzophenone was prepared from anisole and p-toluoyl chloride using the procedure described in Comparative Example 2. The resulting ketone was converted to the propargyl alcohol and then reacted with 2-naphthol as in Comparative Example 2 to produce 2.1 grams of light yellow crystals having a melting range of 146-147° C. NMR analysis confirmed the product to be 3(4-methylphenyl)-3-(4-methoxyphenyl)-3H-naphtho[2,1-b]pyran. The reactants are ClCCl, Cc1nnc2n1-c1sc(CCCCCCCO)cc1C(c1ccccc1Cl)=NC2. Yields the product Cc1nnc2n1-c1sc(CCCCCCC=O)cc1C(c1ccccc1Cl)=NC2. As a reaction SMILES: [CH2:30]([Cl:31])[Cl:32].[OH:1][CH2:2][CH2:3][CH2:4][CH2:5][CH2:6][CH2:7][CH2:8][c:9]1[cH:10][c:11]2[c:17]([s:18]1)-[n:16]1[c:15]([n:21][n:20][c:19]1[CH3:22])[CH2:14][N:13]=[C:12]2[c:23]1[c:24]([Cl:29])[cH:25][cH:26][cH:27][cH:28]1>>[O:1]=[CH:2][CH2:3][CH2:4][CH2:5][CH2:6][CH2:7][CH2:8][c:9]1[cH:10][c:11]2[c:17]([s:18]1)-[n:16]1[c:15]([n:21][n:20][c:19]1[CH3:22])[CH2:14][N:13]=[C:12]2[c:23]1[c:24]([Cl:29])[cH:25][cH:26][cH:27][cH:28]1. Reactants: COC1=C(C=C(C(=O)O)C=C1)C (4-methoxy-3-methyl-benzoic acid), C1(=CC=CC=C1)C(CCC)N (1-phenyl-butylamine). The product is COC1=C(C=C(C(=O)NC(CCC)C2=CC=CC=C2)C=C1)C (4-Methoxy-3-methyl-N-(1-phenyl-butyl)-benzamide). Reaction SMILES: [CH3:1][O:2][C:3]1[CH:11]=[CH:10][C:6]([C:7]([OH:9])=O)=[CH:5][C:4]=1[CH3:12].[C:13]1([CH:19]([NH2:23])[CH2:20][CH2:21][CH3:22])[CH:18]=[CH:17][CH:16]=[CH:15][CH:14]=1>>[CH3:1][O:2][C:3]1[CH:11]=[CH:10][C:6]([C:7]([NH:23][CH:19]([C:13]2[CH:18]=[CH:17][CH:16]=[CH:15][CH:14]=2)[CH2:20][CH2:21][CH3:22])=[O:9])=[CH:5][C:4]=1[CH3:12]. Procedure details: Prepared in a similar manner to example 4 using 4-methoxy-3-methyl-benzoic acid and 1-phenyl-butylamine. MS (M+H, 298.2). The reactants are C(C)(=O)NC=1SC=C(N1)/C(/C(=O)OCC)=N/OC1C(NCC1)=O (ethyl (Z)-2-(2-acetamidothiazol-4-yl)-2-[(2-pyrrolidon-3-yl)oxyimino]acetate), [OH-].[Na+] (sodium hydroxide). Run in CO (methanol). Yields the product C(C)(=O)NC=1SC=C(N1)/C(/C(=O)O)=N/OC1C(NCC1)=O ((Z)-2-(2-acetamidothiazol-4-yl)-2-[(2-pyrrolidon-3-yl)oxyimino]acetic acid). Isolated yield 51.3%. As a reaction SMILES: [C:1]([NH:4][C:5]1[S:6][CH:7]=[C:8](/[C:10](=[N:16]/[O:17][CH:18]2[CH2:22][CH2:21][NH:20][C:19]2=[O:23])/[C:11]([O:13]CC)=[O:12])[N:9]=1)(=[O:3])[CH3:2].[OH-].[Na+]>CO>[C:1]([NH:4][C:5]1[S:6][CH:7]=[C:8](/[C:10](=[N:16]/[O:17][CH:18]2[CH2:22][CH2:21][NH:20][C:19]2=[O:23])/[C:11]([OH:13])=[O:12])[N:9]=1)(=[O:3])[CH3:2] |f:1.2|. Procedure details: 1.7 g of ethyl (Z)-2-(2-acetamidothiazol-4-yl)-2-[(2-pyrrolidon-3-yl)oxyimino]acetate are suspended in 17 ml of methanol, and 5 ml of 2N sodium hydroxide are added thereto. The mixture is refluxed for 30 minutes with heating. Then, the mixture is concentrated under reduced pressure to remove methanol. The residue is adjusted to pH 2 with diluted hydrochloric acid, and the aqueous mixture is extracted with a mixture of ethyl acetate and tetrahydrofuran (2:1). The extract is dried and concentrated... Reactants: CO (MeOH), C(C)OC(=O)[C@H]1[C@H](CC(CC1)=O)C (cis-2-methyl-4-oxo-cyclohexanecarboxylic acid ethyl ester), S1C=NC=C1 (thiazole), [Li]CCCC (nBuLi). Solvent: O (water), CCOC(=O)C (EtOAc), C1CCOC1 (THF). Reaction conditions: time 30 minute. Product: C(C)OC(=O)C1C(CC(CC1)(C=1SC=CN1)O)C (4-hydroxy-2-methyl-4-thiazol-2-yl-cyclohexanecarboxylic acid ethyl ester). Isolated yield 65.5%. As a reaction SMILES: [CH2:1]([O:3][C:4]([C@@H:6]1[CH2:11][CH2:10][C:9](=[O:12])[CH2:8][C@@H:7]1[CH3:13])=[O:5])[CH3:2].[S:14]1[CH:18]=[CH:17][N:16]=[CH:15]1.[Li]CCCC.CO>C1COCC1.O.CCOC(C)=O>[CH2:1]([O:3][C:4]([CH:6]1[CH2:11][CH2:10][C:9]([OH:12])([C:15]2[S:14][CH:18]=[CH:17][N:16]=2)[CH2:8][CH:7]1[CH3:13])=[O:5])[CH3:2]. Procedure details: To a cooled (−78° C.) solution of cis-2-methyl-4-oxo-cyclohexanecarboxylic acid ethyl ester (22 g, 119 mmol) and thiazole (16.9 mL, 239 mmol) in THF (154 mL) was added nBuLi (1.6 M in Hex, 74.6 mL, 119 mmol) dropwise at such a rate that the internal temperature was maintained <−65° C. The reaction mixture was stirred for 30 min, MeOH (4.83 mL, 119 mmol) was introduced, and the reaction warmed to room temperature where it was diluted with water and EtOAc. The layers were separated, the organic la...